This data is from the Open Reaction Database (ORD), a public repository of structured organic reaction records. The task is: describe an organic reaction: reactants, conditions, products, and yield Reactants: C(C)S(=O)(=O)C1=CC=C(C(=O)O)C=C1 (4-(ethylsulfonyl)benzoic acid), B (borane). The solvent is CO (methanol), C1CCOC1 (THF), C1CCOC1 (THF). Reaction conditions: temperature 70 celsius, time 20 minute. The product is C(C)S(=O)(=O)C1=CC=C(C=C1)CO ((4-(ethylsulfonyl)phenyl)methanol). The yield is 90.0%. Reaction SMILES: [CH2:1]([S:3]([C:6]1[CH:14]=[CH:13][C:9]([C:10](O)=[O:11])=[CH:8][CH:7]=1)(=[O:5])=[O:4])[CH3:2].B>C1COCC1.CO>[CH2:1]([S:3]([C:6]1[CH:14]=[CH:13][C:9]([CH2:10][OH:11])=[CH:8][CH:7]=1)(=[O:5])=[O:4])[CH3:2]. Reported procedure: To a stirring solution of 4-(ethylsulfonyl)benzoic acid (500 mg, 2.33 mmol) in THF (5 mL) at 0° C. under argon was added 1 M borane in THF solution (3.5 mL, 3.5 mmol). The reaction mixture was stirred at 70° C. for 20 min. The reaction mixture was then cooled to room temperature, and the THF was removed under reduced pressure. The residue thus obtained was diluted with methanol (5 mL) and stirred for 5 min. Methanol was then removed under reduced pressure. This process was repeated two more time... Starting materials: [N+](=O)([O-])C=1C=NN2C1C(=CC=C2)[N+](=O)[O-] (3,4-dinitropyrazolo[1,5-a]pyridine), [Sn](Cl)(Cl)(Cl)Cl (tin chloride), [OH-].[Na+] (sodium hydroxide). Run in Cl (hydrochloric acid). Yields the product Cl.Cl.NC=1C=NN2C1C(=CC=C2)N (3,4-Diaminopyrazolo[1,5-a]pyridine Dihydrochloride). Reaction SMILES: [N+:1]([C:4]1[CH:5]=[N:6][N:7]2[CH:12]=[CH:11][CH:10]=[C:9]([N+:13]([O-])=O)[C:8]=12)([O-])=O.[Sn](Cl)(Cl)(Cl)[Cl:17].[OH-].[Na+]>Cl>[ClH:17].[ClH:17].[NH2:1][C:4]1[CH:5]=[N:6][N:7]2[CH:12]=[CH:11][CH:10]=[C:9]([NH2:13])[C:8]=12 |f:2.3,5.6.7|. Procedure: 0.7 g of 3,4-dinitropyrazolo[1,5-a]pyridine was added to a suspension of 11.1 g of tin chloride in 80 ml of concentrated hydrochloric acid. The reaction was monitored by thin layer chromatography (TLC). The pH of the reaction mixture was adjusted to 12 using sodium hydroxide. The aqueous phase was extracted with ethyl acetate and the organic phase was dried over sodium sulfate. The organic phase was acidified with 3 ml of hydrochloric ethanol (2.5 N HCl). The precipitate was filtered off. This g... Reactants: C(C1=CC=CC=C1)[C@H](C(=O)OC)[C@H](C)O (methyl (2S,3S)-2-benzyl-3-hydroxybutyrate), O.NN (hydrazine monohydrate). The solvent is CC(C)O (2-propanol). Run at time 8 hour. Yields the product C(C1=CC=CC=C1)[C@H](C(=O)NN)[C@H](C)O ((2S,3S)-2-Benzyl-3-Hydroxybutanohydrazide). The yield is 64.3%. As a reaction SMILES: [CH2:1]([C@@H:8]([C@@H:13]([OH:15])[CH3:14])[C:9](OC)=[O:10])[C:2]1[CH:7]=[CH:6][CH:5]=[CH:4][CH:3]=1.O.[NH2:17][NH2:18]>CC(O)C>[CH2:1]([C@@H:8]([C@@H:13]([OH:15])[CH3:14])[C:9]([NH:17][NH2:18])=[O:10])[C:2]1[CH:7]=[CH:6][CH:5]=[CH:4][CH:3]=1 |f:1.2|. Reported procedure: A 0.70 g (3.36 mmol) of methyl (2S,3S)-2-benzyl-3-hydroxybutyrate (optical purity: 96%e.e.; anti/syn=98/2) was dissolved in 1 ml of 2-propanol, and 0.34 g (6.72 mmol) of hydrazine monohydrate was added thereto dropwise at room temperature. After the addition, the mixture was refluxed for 8 hours, and then stirred overnight to obtain a concentrate. The obtained concentrate was crystallized by using a mixed solvent of ethyl acetate and hexane to give 0.45 g (64%) of the title compound. Melting poi... The reactants are CCCCCC, O=C(O)c1ccc(Cl)nc1, C1CCCNCC1, Cc1ccccc1C. Product: O=C(O)c1ccc(N2CCCCCC2)nc1. RXN SMILES: [CH3:26][CH2:27][CH2:28][CH2:29][CH2:30][CH3:31].[Cl:1][c:2]1[n:3][cH:4][c:5]([C:6](=[O:7])[OH:8])[cH:9][cH:10]1.[NH:11]1[CH2:12][CH2:13][CH2:14][CH2:15][CH2:16][CH2:17]1.[c:18]1([CH3:19])[c:20]([CH3:21])[cH:22][cH:23][cH:24][cH:25]1>>[c:2]1([N:11]2[CH2:12][CH2:13][CH2:14][CH2:15][CH2:16][CH2:17]2)[n:3][cH:4][c:5]([C:6](=[O:7])[OH:8])[cH:9][cH:10]1. The reactants are CCC=CCC=CCC=CCC=CCCC=CC=C(C)C(=O)OCC, CO, [K+], [OH-], O. Yields the product CCC=CCC=CCC=CCC=CCCC=CC=C(C)C(=O)O. Reaction SMILES: [CH3:1][C:2]([C:3](=[O:4])[O:5][CH2:6][CH3:7])=[CH:8][CH:9]=[CH:10][CH2:11][CH2:12][CH:13]=[CH:14][CH2:15][CH:16]=[CH:17][CH2:18][CH:19]=[CH:20][CH2:21][CH:22]=[CH:23][CH2:24][CH3:25].[CH3:29][OH:30].[K+:27].[OH-:26].[OH2:28]>>[CH3:1][C:2]([C:3](=[O:4])[OH:5])=[CH:8][CH:9]=[CH:10][CH2:11][CH2:12][CH:13]=[CH:14][CH2:15][CH:16]=[CH:17][CH2:18][CH:19]=[CH:20][CH2:21][CH:22]=[CH:23][CH2:24][CH3:25]. Starting materials: S1C(=NC2=NC=CC=C21)OC2=CC1=C(C(=CO1)CO)C=C2 ([6-(thiazolo[4,5-b]pyridin-2-yloxy)-benzofuran-3-yl]-methanol), O=S(Cl)Cl (SOCl2). Solvent: C(Cl)Cl (DCM). Run at time 2 hour. Yields the product hydrochloride salt, ClCC1=COC2=C1C=CC(=C2)OC=2SC=1C(=NC=CC1)N2 (2-(3-Chloromethyl-benzofuran-6-yloxy)-thiazolo[4,5-b]pyridine). Isolated yield 92.9%. As a reaction SMILES: [S:1]1[C:9]2[C:4](=[N:5][CH:6]=[CH:7][CH:8]=2)[N:3]=[C:2]1[O:10][C:11]1[CH:21]=[CH:20][C:14]2[C:15]([CH2:18]O)=[CH:16][O:17][C:13]=2[CH:12]=1.O=S(Cl)[Cl:24]>C(Cl)Cl>[Cl:24][CH2:18][C:15]1[C:14]2[CH:20]=[CH:21][C:11]([O:10][C:2]3[S:1][C:9]4[C:4]([N:3]=3)=[N:5][CH:6]=[CH:7][CH:8]=4)=[CH:12][C:13]=2[O:17][CH:16]=1. Procedure: To a solution of [6-(thiazolo[4,5-b]pyridin-2-yloxy)-benzofuran-3-yl]-methanol (1.0 g, 3.4 mmol) in DCM (34 mL) was added SOCl2 (0.49 mL, 0.83 g, 7.0 mmol) and the reaction mixture was stirred (rt, 2 h). The reaction mixture was filtered to afford the hydrochloride salt of the title compound as a yellow solid (1.0 g, 84%). MS (ESI): mass calcd. for C15H9ClN2O2S, 316.01; m/z found, 317.0 [M+H]+. 1H NMR (400 MHz, CD3OD): 8.93 (dd, J=8.1, 1.4, 1H), 8.69 (dd, J=5.9, 1.4, 1H), 8.02 (s, 1H), 7.90 (d, ... Starting materials: C1(=CC=C(C=C1)S(=O)(=O)Cl)C (p-toluenesulfonyl chloride), C([O-])(O)=O.[Na+] (Sodium bicarbonate), BrC1=CNC2=NC=CC(=C21)OC2=C(C=C(C=C2)NC(C)=O)F (N-{4-[(3-bromo-1H-pyrrolo[2,3-b]pyridin-4-yl)oxy]-3-fluorophenyl}acetamide), C(CCC)[Li] (n-butyllithium). The solvent is C1CCOC1 (THF), C1CCOC1 (THF). Run at temperature -78 celsius, time 15 minute. Product: BrC1=CN(C2=NC=CC(=C21)OC2=C(C=C(C=C2)NC(C)=O)F)S(=O)(=O)C2=CC=C(C=C2)C (N-[4-({3-Bromo-1-[(4-methylphenyl)sulfonyl]-1H-pyrrolo[2,3-b]pyridin-4-yl}oxy)-3-fluorophenyl]acetamide). Reaction SMILES: [Br:1][C:2]1[C:10]2[C:5](=[N:6][CH:7]=[CH:8][C:9]=2[O:11][C:12]2[CH:17]=[CH:16][C:15]([NH:18][C:19](=[O:21])[CH3:20])=[CH:14][C:13]=2[F:22])[NH:4][CH:3]=1.C([Li])CCC.[C:28]1([CH3:38])[CH:33]=[CH:32][C:31]([S:34](Cl)(=[O:36])=[O:35])=[CH:30][CH:29]=1.C(=O)(O)[O-].[Na+]>C1COCC1>[Br:1][C:2]1[C:10]2[C:5](=[N:6][CH:7]=[CH:8][C:9]=2[O:11][C:12]2[CH:17]=[CH:16][C:15]([NH:18][C:19](=[O:21])[CH3:20])=[CH:14][C:13]=2[F:22])[N:4]([S:34]([C:31]2[CH:32]=[CH:33][C:28]([CH3:38])=[CH:29][CH:30]=2)(=[O:36])=[O:35])[CH:3]=1 |f:3.4|. Reported procedure: 3.23 g (8.87 mmol) of N-{4-[(3-bromo-1H-pyrrolo[2,3-b]pyridin-4-yl)oxy]-3-fluorophenyl}acetamide are dissolved in 500 ml of THF and cooled to −78° C. 3.90 ml (9.76 mmol) of a 2.5M n-butyllithium solution are added, and the mixture is stirred for 15 min. 1.86 g (9.76 mmol) of p-toluenesulfonyl chloride are then added dropwise as a solution in 20 ml of THF. The reaction solution is allowed to warm to RT and stirred for one hour. Sodium bicarbonate solution is then added, and the mixture is extract...